This data is from the Open Reaction Database (ORD), a public repository of structured organic reaction records. The task is: describe an organic reaction: reactants, conditions, products, and yield The product is ClC=1C=C(C=CC1)C(N1CCNCC1)C1=CC=CC=C1 ((+)-1-[(3-Chlorophenyl)phenylmethyl]piperazine). The reactants are ClC=1C=C(C=CC1)C(N1CCN(CC1)S(=O)(=O)C1=CC=C(C=C1)C)C1=CC=CC=C1 ((+)-1-[(3-Chlorophenyl)phenylmethyl]-4-[(4-methylphenyl)sulfonyl]piperazine), OC1=CC=C(C(=O)O)C=C1 (4-hydroxybenzoic acid), N (ammonia). Procedure details: (+)-1-[(3-Chlorophenyl)phenylmethyl]-4-[(4-methylphenyl)sulfonyl]piperazine (4.62 g, 10.48 mmol) was stirred in 30% hydrobromic acid-acetic acid solution (20 ml) in the presence of 4-hydroxybenzoic acid (5.06g, 36.66 mmol) at room temperature for two days. 28%-Aqueous ammonia was added to the reaction mixture, and the resulting mixture was extracted with chloroform. The chloroform layer was washed with water and then dried over anhydrous magnesium sulfate. Thereafter, the crude product obtained ... Reaction SMILES: [Cl:1][C:2]1[CH:3]=[C:4]([CH:8]([C:25]2[CH:30]=[CH:29][CH:28]=[CH:27][CH:26]=2)[N:9]2[CH2:14][CH2:13][N:12](S(C3C=CC(C)=CC=3)(=O)=O)[CH2:11][CH2:10]2)[CH:5]=[CH:6][CH:7]=1.OC1C=CC(C(O)=O)=CC=1.N>Br.C(O)(=O)C>[Cl:1][C:2]1[CH:3]=[C:4]([CH:8]([C:25]2[CH:30]=[CH:29][CH:28]=[CH:27][CH:26]=2)[N:9]2[CH2:10][CH2:11][NH:12][CH2:13][CH2:14]2)[CH:5]=[CH:6][CH:7]=1 |f:3.4|. The solvent is Br.C(C)(=O)O (hydrobromic acid acetic acid).